This data is from the Open Reaction Database (ORD), a public repository of structured organic reaction records. The task is: describe an organic reaction: reactants, conditions, products, and yield Starting materials: C(C)(C)(C)OC(=O)NCCCCC(C(C(=O)OCC)C1=CC=CC=C1)=O (ethyl 7-(N-t-butoxycarbonylamino)-3-oxo-2-phenylheptanoate), [RuI(p-cymene)(S)-BINAP]I. Run in CO (methanol). The product is C(C)(C)(C)OC(=O)NCCCCC(C(C(=O)OCC)C1=CC=CC=C1)O (ethyl 7-(N-t-butoxycarbonylamino)-3-hydroxy-2-phenylheptanoate). As a reaction SMILES: [C:1]([O:5][C:6]([NH:8][CH2:9][CH2:10][CH2:11][CH2:12][C:13](=[O:26])[CH:14]([C:20]1[CH:25]=[CH:24][CH:23]=[CH:22][CH:21]=1)[C:15]([O:17][CH2:18][CH3:19])=[O:16])=[O:7])([CH3:4])([CH3:3])[CH3:2]>CO>[C:1]([O:5][C:6]([NH:8][CH2:9][CH2:10][CH2:11][CH2:12][CH:13]([OH:26])[CH:14]([C:20]1[CH:21]=[CH:22][CH:23]=[CH:24][CH:25]=1)[C:15]([O:17][CH2:18][CH3:19])=[O:16])=[O:7])([CH3:2])([CH3:3])[CH3:4]. Procedure: The same procedures as in Example 14 were performed except that 0.1 g (0.28 mmol) of ethyl 7-(N-t-butoxycarbonylamino)-3-oxo-2-phenylheptanoate, 6.2 mg (0.0056 mmol) of [RuI(p-cymene)(S)-BINAP]I, 9.2 g (0.028 mol) of BSA, and 2 ml of methanol were used. The yield of the product was 65.3% and the ratio of the syn-form to the anti-form was 56.5:43.5. The reactants are CC1(CC(N(C1)C1=CC=C(C(=O)OCC)C=C1)=O)C (ethyl 4-(4,4-dimethyl-2-oxopyrrolidin-1-yl)benzoate), CC=1C(=NC=C(C1)C)N1CCNCC1 (1-(3,5-dimethylpyridin-2-yl)piperazine). Product: CC=1C(=NC=C(C1)C)N1CCN(CC1)C(=O)C1=CC=C(C=C1)N1C(CC(C1)(C)C)=O (1-{4-[4-(3,5-dimethylpyridin-2-yl)piperazine-1-carbonyl]phenyl}-4,4-dimethylpyrrolidin-2-one). Isolated yield 65.8%. RXN SMILES: [CH3:1][C:2]1([CH3:19])[CH2:6][N:5]([C:7]2[CH:17]=[CH:16][C:10]([C:11]([O:13]CC)=O)=[CH:9][CH:8]=2)[C:4](=[O:18])[CH2:3]1.[CH3:20][C:21]1[C:22]([N:28]2[CH2:33][CH2:32][NH:31][CH2:30][CH2:29]2)=[N:23][CH:24]=[C:25]([CH3:27])[CH:26]=1>>[CH3:20][C:21]1[C:22]([N:28]2[CH2:29][CH2:30][N:31]([C:11]([C:10]3[CH:9]=[CH:8][C:7]([N:5]4[CH2:6][C:2]([CH3:1])([CH3:19])[CH2:3][C:4]4=[O:18])=[CH:17][CH:16]=3)=[O:13])[CH2:32][CH2:33]2)=[N:23][CH:24]=[C:25]([CH3:27])[CH:26]=1. Reported procedure: Using ethyl 4-(4,4-dimethyl-2-oxopyrrolidin-1-yl)benzoate (131 mg) described in Preparation Example 49 and 1-(3,5-dimethylpyridin-2-yl)piperazine (96 mg) described in Preparation Example 79 and by the reaction and treatment in the same manner as in Example 109, the title compound (134 mg) was obtained. Solvent: C(Cl)Cl (CH2Cl2). Reported procedure: Methyl carbonochloridate (7.81 mg, 0.083 mmol) was added to a solution of 6-((trans)-4-aminocyclohexylamino)-8-(cyclopropyl(4-methoxybenzyl)amino)-N-(3-fluoropyridin-4-yl)imidazo[1,2-b]pyridazine-3-carboxamide (30 mg, 0.055 mmol) and DIEA (0.00617 mL, 0.035 mmol) in CH2Cl2 (1 mL). The reaction mixture was stirred at room temperature for 2 hrs, concentrated and treated with TFA (0.127 mL, 1.653 mmol) at 65° C. for 1 h. The reaction mixture was concentrated and purified by preparative HPLC (Phenom... Isolated yield 56.4%. Reaction conditions: time 2 hour. Reactants: C(=O)(C(F)(F)F)O (TFA), C(OC)(=O)Cl (Methyl carbonochloridate), N[C@@H]1CC[C@H](CC1)NC=1C=C(C=2N(N1)C(=CN2)C(=O)NC2=C(C=NC=C2)F)N(CC2=CC=C(C=C2)OC)C2CC2 (6-((trans)-4-aminocyclohexylamino)-8-(cyclopropyl(4-methoxybenzyl)amino)-N-(3-fluoropyridin-4-yl)imidazo[1,2-b]pyridazine-3-carboxamide), CCN(C(C)C)C(C)C (DIEA). As a reaction SMILES: [C:1](Cl)(=[O:4])[O:2][CH3:3].[NH2:6][C@H:7]1[CH2:12][CH2:11][C@H:10]([NH:13][C:14]2[CH:15]=[C:16]([N:33]([CH:43]3[CH2:45][CH2:44]3)CC3C=CC(OC)=CC=3)[C:17]3[N:18]([C:20]([C:23]([NH:25][C:26]4[CH:31]=[CH:30][N:29]=[CH:28][C:27]=4[F:32])=[O:24])=[CH:21][N:22]=3)[N:19]=2)[CH2:9][CH2:8]1.CCN(C(C)C)C(C)C.C(O)(C(F)(F)F)=O>C(Cl)Cl>[CH:43]1([NH:33][C:16]2[C:17]3[N:18]([C:20]([C:23](=[O:24])[NH:25][C:26]4[CH:31]=[CH:30][N:29]=[CH:28][C:27]=4[F:32])=[CH:21][N:22]=3)[N:19]=[C:14]([NH:13][C@H:10]3[CH2:11][CH2:12][C@H:7]([NH:6][C:1](=[O:4])[O:2][CH3:3])[CH2:8][CH2:9]3)[CH:15]=2)[CH2:44][CH2:45]1. Product: C1(CC1)NC=1C=2N(N=C(C1)N[C@@H]1CC[C@H](CC1)NC(OC)=O)C(=CN2)C(NC2=C(C=NC=C2)F)=O (methyl (trans-4-((8-(cyclopropylamino)-3-((3-fluoro-4-pyridinyl)carbamoyl)imidazo[1,2-b]pyridazin-6-yl)amino)cyclohexyl)carbamate), solid.